This data is from the Open Reaction Database (ORD), a public repository of structured organic reaction records. The task is: describe an organic reaction: reactants, conditions, products, and yield The product is C(C)(C)N=C(C)CC(C)=O (Acetylacetone isopropylimine). Conditions: time 1 day. As a reaction SMILES: [CH:1]([NH2:4])([CH3:3])[CH3:2].[C:5]([CH2:8][C:9](=O)[CH3:10])(=[O:7])[CH3:6]>>[CH:1]([N:4]=[C:9]([CH2:8][C:5](=[O:7])[CH3:6])[CH3:10])([CH3:3])[CH3:2]. Procedure: 0.1 Mole (5.9 g.) isopropylamine is mixed with 0.1 mole (10 g.) acetylacetone. An exothermal reaction takes place in which a yellowish, crystalline ketimine is obtained which, after one day, slowly melts and then remains liquid. Starting materials: C(C)(C)N (isopropylamine), C(C)(=O)CC(C)=O (acetylacetone), ketimine. Reactants: C1(=CC=C(C=C1)S(=O)(=O)O)C (p-toluenesulphonic acid), FC=1C=CC(=C2CCCC(C12)=O)OC (8-Fluoro-5-methoxy-l-tetralone), C(O)([O-])=O.[Na+] (sodium hydrogen carbonate). The solvent is C(C)(=O)OC(=C)C (isopropenyl acetate). The product is FC=1C=CC(=C2C=CC=C(C12)O)OC (8Fluoro-1-hydroxy-5-methoxy-naphthalene). As a reaction SMILES: [F:1][C:2]1[CH:3]=[CH:4][C:5]([O:13][CH3:14])=[C:6]2[C:11]=1[C:10](=[O:12])[CH2:9][CH2:8][CH2:7]2.C1(C)C=CC(S(O)(=O)=O)=CC=1.C(=O)([O-])O.[Na+]>C(OC(C)=C)(=O)C>[F:1][C:2]1[CH:3]=[CH:4][C:5]([O:13][CH3:14])=[C:6]2[C:11]=1[C:10]([OH:12])=[CH:9][CH:8]=[CH:7]2 |f:2.3|. Reported procedure: 8-Fluoro-5-methoxy-l-tetralone (20 g) was dissolved in isopropenyl acetate (70 ml), p-toluenesulphonic acid (1 g) was added and the mixture was heated under reflux under nitrogen for 5 days. The reaction mixture was poured into aqueous sodium hydrogen carbonate solution (250 ml) and the crude product extracted into ethyl acetate (3×100 ml). The combined organic extracts were dried over magnesium sulphate, filtered and the solvent removed under reduced pressure. The resulting dark oil was taken u... Reactants: ClC=1N=CN(C1)C1=C(C=C(C=C1)NC1=NC=2C(CCCC2C(=N1)N(C)CC)C1=CC=CC=C1)OC (N2-(4-(4-chloro-1H-imidazol-1-yl)-3-methoxyphenyl)-N4-ethyl-N4-methyl-8-phenyl-5,6,7,8-tetrahydroquinazoline-2,4-diamine), 124B. The solvent is CO (methanol), C(=O)=O (CO2), CO (methanol). Product: ClC=1N=CN(C1)C1=C(C=C(C=C1)NC1=NC=2[C@H](CCCC2C(=N1)N(C)CC)C1=CC=CC=C1)OC ((R)—N2-(4-(4-Chloro-1H-imidazol-1-yl)-3-methoxyphenyl)-N4-ethyl-N4-methyl-8-phenyl-5,6,7,8-tetrahydroquinazoline-2,4-diamine). Reaction SMILES: [Cl:1][C:2]1[N:3]=[CH:4][N:5]([C:7]2[CH:12]=[CH:11][C:10]([NH:13][C:14]3[N:23]=[C:22]([N:24]([CH2:26][CH3:27])[CH3:25])[C:21]4[CH2:20][CH2:19][CH2:18][CH:17]([C:28]5[CH:33]=[CH:32][CH:31]=[CH:30][CH:29]=5)[C:16]=4[N:15]=3)=[CH:9][C:8]=2[O:34][CH3:35])[CH:6]=1>C(=O)=O.CO>[Cl:1][C:2]1[N:3]=[CH:4][N:5]([C:7]2[CH:12]=[CH:11][C:10]([NH:13][C:14]3[N:23]=[C:22]([N:24]([CH2:26][CH3:27])[CH3:25])[C:21]4[CH2:20][CH2:19][CH2:18][C@H:17]([C:28]5[CH:29]=[CH:30][CH:31]=[CH:32][CH:33]=5)[C:16]=4[N:15]=3)=[CH:9][C:8]=2[O:34][CH3:35])[CH:6]=1. Procedure details: A racemic mixture of N2-(4-(4-Chloro-1H-imidazol-1-yl)-3-methoxyphenyl)-N4-ethyl-N4-methyl-8-phenyl-5,6,7,8-tetrahydroquinazoline-2,4-diamine (183 mg, 0.206 mmol from Example 124) was purified using chiral supercritical fluid chromatography (SFC) to afford 54.7 mg of peak A (Example 124A) and 53.3 mg of peak B (Example 124B). SFC Method: Chiralpak OJ-H (30×250 mm, 5 μM), 30% methanol (0.1% diethylamine) in CO2, 35° C., flow rate 70 mL/min for 105 min, absorbance 220 nm, injection 0.75 mL of 26 m... Reactants: FC(C=1C=C(C=CC1)C(C)OC(NC=1N(N=NC1C1=CC=C(C=C1)Br)C)=O)(F)F ([5-(4-Bromo-phenyl)-3-methyl-3H-[1,2,3]triazol-4-yl]-carbamic acid 1-(3-trifluoromethyl-phenyl)-ethyl ester), CC1(OB(OC1(C)C)C1=CC=C(C=C1)C1(CC1)C(=O)OC)C (methyl 1-(4-(4,4,5,5-tetramethyl-1,3,2-dioxaborolan-2-yl)phenyl)cyclopropanecarboxylate), CC(C)C1=CC(=C(C(=C1)C(C)C)C2=C(C=CC=C2)P(C3CCCCC3)C4CCCCC4)C(C)C (X-Phos), [O-]P(=O)([O-])[O-].[K+].[K+].[K+] (potassium phosphate tribasic). Reagents/catalysts: C(C)(=O)[O-].[Pd+2].C(C)(=O)[O-] (palladium acetate). The solvent is O (water), C1(=CC=CC=C1)C (toluene). Reaction conditions: temperature 95 celsius, time 5 hour. Yields the product COC(=O)C1(CC1)C1=CC=C(C=C1)C1=CC=C(C=C1)C=1N=NN(C1NC(=O)OC(C)C1=CC(=CC=C1)C(F)(F)F)C (1-(4′-{1-methyl-5-[1-(3-trifluoromethyl-phenyl)-ethoxycarbonylamino]-1H-[1,2,3]triazol-4-yl}-biphenyl-4-yl)-cyclopropanecarboxylic acid methyl ester). The yield is 53.3%. Reaction SMILES: [F:1][C:2]([F:29])([F:28])[C:3]1[CH:4]=[C:5]([CH:9]([O:11][C:12](=[O:27])[NH:13][C:14]2[N:15]([CH3:26])[N:16]=[N:17][C:18]=2[C:19]2[CH:24]=[CH:23][C:22](Br)=[CH:21][CH:20]=2)[CH3:10])[CH:6]=[CH:7][CH:8]=1.CC1(C)C(C)(C)OB([C:38]2[CH:43]=[CH:42][C:41]([C:44]3([C:47]([O:49][CH3:50])=[O:48])[CH2:46][CH2:45]3)=[CH:40][CH:39]=2)O1.CC(C1C=C(C(C)C)C(C2C=CC=CC=2P(C2CCCCC2)C2CCCCC2)=C(C(C)C)C=1)C.[O-]P([O-])([O-])=O.[K+].[K+].[K+]>C1(C)C=CC=CC=1.C([O-])(=O)C.[Pd+2].C([O-])(=O)C.O>[CH3:50][O:49][C:47]([C:44]1([C:41]2[CH:42]=[CH:43][C:38]([C:22]3[CH:23]=[CH:24][C:19]([C:18]4[N:17]=[N:16][N:15]([CH3:26])[C:14]=4[NH:13][C:12]([O:11][CH:9]([C:5]4[CH:6]=[CH:7][CH:8]=[C:3]([C:2]([F:29])([F:28])[F:1])[CH:4]=4)[CH3:10])=[O:27])=[CH:20][CH:21]=3)=[CH:39][CH:40]=2)[CH2:46][CH2:45]1)=[O:48] |f:3.4.5.6,8.9.10|. Procedure: [5-(4-Bromo-phenyl)-3-methyl-3H-[1,2,3]triazol-4-yl]-carbamic acid 1-(3-trifluoromethyl-phenyl)-ethyl ester (680 mg, 1.45 mmol), methyl 1-(4-(4,4,5,5-tetramethyl-1,3,2-dioxaborolan-2-yl)phenyl)cyclopropanecarboxylate (525 mg, 1.74 mmol), X-Phos (138 mg, 0.29 mmol), palladium acetate (33 mg, 0.14 mmol) and potassium phosphate tribasic (923 mg, 4.35 mmol) were mixed in toluene (10 mL). Degassed water (2 mL) was added and the mixture was degassed with argon and then sealed. The mixture was stirred ... Reactants: BrCCC=C (4-Bromo-1-butene), O=C1CN(CCN1)C(=O)OC(C)(C)C (tert-butyl 3-oxopiperazine-1-carboxylate), [H-].[Na+] (NaH), oil. Run in C1CCOC1 (THF), CN(C)C=O (DMF). Run at time 45 minute. Yields the product C(CC=C)N1C(CN(CC1)C(=O)OC(C)(C)C)=O (tert-Butyl 4-but-3-enyl-3-oxopiperazine-1-carboxylate). RXN SMILES: [O:1]=[C:2]1[NH:7][CH2:6][CH2:5][N:4]([C:8]([O:10][C:11]([CH3:14])([CH3:13])[CH3:12])=[O:9])[CH2:3]1.[H-].[Na+].Br[CH2:18][CH2:19][CH:20]=[CH2:21]>CN(C=O)C.C1COCC1>[CH2:21]([N:7]1[CH2:6][CH2:5][N:4]([C:8]([O:10][C:11]([CH3:14])([CH3:13])[CH3:12])=[O:9])[CH2:3][C:2]1=[O:1])[CH2:20][CH:19]=[CH2:18] |f:1.2|. Procedure details: To a solution of tert-butyl 3-oxopiperazine-1-carboxylate (0.500 mg, 2.50 mmol) in 10 mL of DMF at 0° C. was added NaH as a 60% dispersion in mineral oil (2.62 mmol), and the reaction was stirred for 45 minutes. 4-Bromo-1-butene was added (0.280 mL, 2.75 mmol) dropwise as a solution in 1 mL of THF. The solution was stirred overnight, allowing it to warm to room temperature. The reaction was partitioned between EtOAc and saturated NaHCO3 solution. The organic phase was washed with brine, dried (N...